From a dataset of the Open Reaction Database (ORD), a public repository of structured organic reaction records. describe an organic reaction: reactants, conditions, products, and yield Starting materials: C(C)(C)OCCCN (3-isopropoxypropylamine), FC1=CC=C(C=C1)[N+](=O)[O-] (1-fluoro-4-nitrobenzene). Conditions: temperature 90 celsius, time 30 minute. Yields the product C(C)(C)OCCCNC1=CC=C(C=C1)[N+](=O)[O-] ((3-isopropoxypropyl)(4-nitrophenyl)amine). As a reaction SMILES: [CH:1]([O:4][CH2:5][CH2:6][CH2:7][NH2:8])([CH3:3])[CH3:2].F[C:10]1[CH:15]=[CH:14][C:13]([N+:16]([O-:18])=[O:17])=[CH:12][CH:11]=1>>[CH:1]([O:4][CH2:5][CH2:6][CH2:7][NH:8][C:10]1[CH:15]=[CH:14][C:13]([N+:16]([O-:18])=[O:17])=[CH:12][CH:11]=1)([CH3:3])[CH3:2]. Procedure: 42 ml of 3-isopropoxypropylamine was added to 21 g (0.15 mol) of 1-fluoro-4-nitrobenzene. As the reaction is exothermic, the temperature was maintained at 90° C. by cooling slightly. After 30 minutes, the reaction was complete. The medium was poured onto ice, and an oil appeared. This oil was extracted with ethyl acetate, and the organic phase is washed with water and dried over sodium sulfate. After the oil was evaporated to dryness, 35 g of a yellow oil were obtained. Starting materials: Fc1cccc(COc2ccc(Nc3ncnc4sc5cc(Br)ccc5c34)cc2Cl)c1, CCOC(=O)CC(=O)OCC, [H-], [Na+], O=C(C=Cc1ccccc1)C=Cc1ccccc1, O=C(C=Cc1ccccc1)C=Cc1ccccc1, O=C(C=Cc1ccccc1)C=Cc1ccccc1, [Pd], [Pd], CC(C)(C)P(c1ccc(-c2ccccc2)cc1)C(C)(C)C. Yields the product CCOC(=O)C(C(=O)OCC)c1ccc2c(c1)sc1ncnc(Nc3ccc(OCc4cccc(F)c4)c(Cl)c3)c12. RXN SMILES: [Br:1][c:2]1[cH:3][c:4]2[c:5]([c:6]3[c:7]([n:8][cH:9][n:10][c:11]3[NH:12][c:13]3[cH:14][c:15]([Cl:28])[c:16]([O:19][CH2:20][c:21]4[cH:22][c:23]([F:27])[cH:24][cH:25][cH:26]4)[cH:17][cH:18]3)[s:29]2)[cH:30][cH:31]1.[CH2:32]([CH3:33])[O:34][C:35]([CH2:36][C:37](=[O:38])[O:39][CH2:40][CH3:41])=[O:42].[H-:43].[Na+:44].[O:104]=[C:105]([CH:106]=[CH:107][c:108]1[cH:109][cH:110][cH:111][cH:112][cH:113]1)[CH:114]=[CH:115][c:116]1[cH:117][cH:118][cH:119][cH:120][cH:121]1.[O:68]=[C:69]([CH:70]=[CH:71][c:72]1[cH:73][cH:74][cH:75][cH:76][cH:77]1)[CH:78]=[CH:79][c:80]1[cH:81][cH:82][cH:83][cH:84][cH:85]1.[O:86]=[C:87]([CH:88]=[CH:89][c:90]1[cH:91][cH:92][cH:93][cH:94][cH:95]1)[CH:96]=[CH:97][c:98]1[cH:99][cH:100][cH:101][cH:102][cH:103]1.[Pd:66].[Pd:67].[c:45]1(-[c:46]2[cH:47][cH:48][cH:49][cH:50][cH:51]2)[cH:52][cH:53][c:54]([P:55]([C:56]([CH3:57])([CH3:58])[CH3:59])[C:60]([CH3:61])([CH3:62])[CH3:63])[cH:64][cH:65]1>>[c:2]1([CH:36]([C:35]([O:34][CH2:32][CH3:33])=[O:42])[C:37](=[O:38])[O:39][CH2:40][CH3:41])[cH:3][c:4]2[c:5]([c:6]3[c:7]([n:8][cH:9][n:10][c:11]3[NH:12][c:13]3[cH:14][c:15]([Cl:28])[c:16]([O:19][CH2:20][c:21]4[cH:22][c:23]([F:27])[cH:24][cH:25][cH:26]4)[cH:17][cH:18]3)[s:29]2)[cH:30][cH:31]1. Reactants: C[Si](CCCCCCCCCCCCCCNC1=CC=C(C(=O)O)C=C1)(C)C (4-[14-(trimethylsilyl)tetradecylamino]benzoic acid), C(C)(C)O (isopropyl alcohol), B(F)(F)F.CCOCC (boron trifluoride etherate), ice. Yields the product C[Si](CCCCCCCCCCCCCCNC1=CC=C(C(=O)OC(C)C)C=C1)(C)C (Isopropyl 4-[14-(trimethylsilyl)tetradecylamino]benzoate). RXN SMILES: [CH3:1][Si:2]([CH3:28])([CH3:27])[CH2:3][CH2:4][CH2:5][CH2:6][CH2:7][CH2:8][CH2:9][CH2:10][CH2:11][CH2:12][CH2:13][CH2:14][CH2:15][CH2:16][NH:17][C:18]1[CH:26]=[CH:25][C:21]([C:22]([OH:24])=[O:23])=[CH:20][CH:19]=1.B(F)(F)F.CCOCC.[CH:38](O)([CH3:40])[CH3:39]>>[CH3:28][Si:2]([CH3:1])([CH3:27])[CH2:3][CH2:4][CH2:5][CH2:6][CH2:7][CH2:8][CH2:9][CH2:10][CH2:11][CH2:12][CH2:13][CH2:14][CH2:15][CH2:16][NH:17][C:18]1[CH:19]=[CH:20][C:21]([C:22]([O:24][CH:38]([CH3:40])[CH3:39])=[O:23])=[CH:25][CH:26]=1 |f:1.2|. Reported procedure: A solution of 4.9 g of 4-[14-(trimethylsilyl)tetradecylamino]benzoic acid and 3.4 ml. of boron trifluoride etherate in 20 ml. of isopropyl alcohol is stirred at reflux for 44 hours, allowed to cool, and poured into 120 ml. of ice cold 5% aqueous sodium carbonate solution. The white solid is collecetd by filtration and recrystallized from benzene-ethanol to yield the product as a white solid.